This data is from the Open Reaction Database (ORD), a public repository of structured organic reaction records. The task is: describe an organic reaction: reactants, conditions, products, and yield The reactants are [Al+3], CC(=O)N1CCC(C(=O)Cl)CC1, ClCCCl, [Cl-], [Cl-], [Cl-], c1ccc(Oc2ccccc2)cc1. Product: CC(=O)N1CCC(C(=O)c2ccc(Oc3ccccc3)cc2)CC1. RXN SMILES: [Al+3:27].[C:1]([CH3:2])(=[O:3])[N:4]1[CH2:5][CH2:6][CH:7]([C:8](=[O:9])[Cl:10])[CH2:11][CH2:12]1.[CH2:30]([Cl:31])[CH2:32][Cl:33].[Cl-:26].[Cl-:28].[Cl-:29].[c:13]1([O:19][c:20]2[cH:21][cH:22][cH:23][cH:24][cH:25]2)[cH:14][cH:15][cH:16][cH:17][cH:18]1>>[C:1]([CH3:2])(=[O:3])[N:4]1[CH2:5][CH2:6][CH:7]([C:8](=[O:9])[c:23]2[cH:22][cH:21][c:20]([O:19][c:13]3[cH:14][cH:15][cH:16][cH:17][cH:18]3)[cH:25][cH:24]2)[CH2:11][CH2:12]1. Reactants: CC1(C2=C(C(=CC=C2)P(C3=CC=CC=C3)C4=CC=CC=C4)OC5=C(C=CC=C51)P(C6=CC=CC=C6)C7=CC=CC=C7)C (Xantphos), OC1=CC=C(CNC(C2=CC=C(C=C2)NC=2C=3N(C(=CN2)C=2C=NNC2)C=CN3)=O)C=C1 (N-(4-Hydroxybenzyl)-4-[5-(1H-pyrazol-4-yl)imidazo[1,2-a]pyrazin-8-ylamino]benzamide), CC(C)(C)[O-].[Na+] (NaOtBu), BrC1=CN=C(C=2N1C=CN2)Br (5,8-dibromoimidazo[1,2-a]pyrazine), N1(C=NC=C1)C1=CC=C(C=C1)N (4-imidazol-1-yl-phenylamine). Reagents/catalysts: C=1C=CC(=CC1)/C=C/C(=O)/C=C/C2=CC=CC=C2.C=1C=CC(=CC1)/C=C/C(=O)/C=C/C2=CC=CC=C2.C=1C=CC(=CC1)/C=C/C(=O)/C=C/C2=CC=CC=C2.[Pd].[Pd] (Pd2(dba)3). The solvent is C1(=CC=CC=C1)C (toluene). The product is BrC1=CN=C(C=2N1C=CN2)NC2=CC=C(C=C2)N2C=NC=C2 ((5-Bromo-imidazo[1,2-a]pyrazin-8-yl)-(4-imidazol-1-yl-phenyl)-amine). Reaction SMILES: OC1C=CC(CNC(=O)C2C=CC(NC3C4N(C=CN=4)C(C4C=NNC=4)=CN=3)=CC=2)=CC=1.[Br:33][C:34]1[N:39]2[CH:40]=[CH:41][N:42]=[C:38]2[C:37](Br)=[N:36][CH:35]=1.[N:44]1([C:49]2[CH:54]=[CH:53][C:52]([NH2:55])=[CH:51][CH:50]=2)[CH:48]=[CH:47][N:46]=[CH:45]1.CC([O-])(C)C.[Na+].CC1(C)C2C(=C(P(C3C=CC=CC=3)C3C=CC=CC=3)C=CC=2)OC2C(P(C3C=CC=CC=3)C3C=CC=CC=3)=CC=CC1=2>C1C=CC(/C=C/C(/C=C/C2C=CC=CC=2)=O)=CC=1.C1C=CC(/C=C/C(/C=C/C2C=CC=CC=2)=O)=CC=1.C1C=CC(/C=C/C(/C=C/C2C=CC=CC=2)=O)=CC=1.[Pd].[Pd].C1(C)C=CC=CC=1>[Br:33][C:34]1[N:39]2[CH:40]=[CH:41][N:42]=[C:38]2[C:37]([NH:55][C:52]2[CH:51]=[CH:50][C:49]([N:44]3[CH:48]=[CH:47][N:46]=[CH:45]3)=[CH:54][CH:53]=2)=[N:36][CH:35]=1 |f:3.4,6.7.8.9.10|. Procedure: In the same way as described for Compound 90, step 1, using 5,8-dibromoimidazo[1,2-a]pyrazine (203.8 mg, 0.736 mmol), 4-imidazol-1-yl-phenylamine (117.7 g, 0.739 mmol), NaOtBu (99 mg, 1.03 mmol), Pd2(dba)3 (27.0 mg, 0.0295 mmol), Xantphos (34.1 mg, 0.0589 mmol) and toluene (10 mL). The crude material is purified by Isolute FlashSilicaII cartridge chromatography eluting with 99:1 DCM:NH3 (7M in MeOH), followed by 97:3 DCM/NH3 (7M in MeOH). The title compound is isolated, after a second column chr... The reactants are FC=1C=C2N=CC(NC2=CC1)=O (6-fluoroquinoxalin-2(1H)-one), FC1=CC=C2N=CC(NC2=C1)=O (7-fluoroquinoxalin-2(1H)-one), O=P(Cl)(Cl)Cl (POCl3). The product is ClC1=NC2=CC=C(C=C2N=C1)F (2-chloro-6-fluoroquinoxaline), ClC1=NC2=CC(=CC=C2N=C1)F (2-chloro-7-fluoroquinoxaline). Yield: 38.0%. As a reaction SMILES: [F:1][C:2]1[CH:3]=[C:4]2[C:9](=[CH:10][CH:11]=1)[NH:8][C:7](=O)[CH:6]=[N:5]2.[F:13][C:14]1[CH:23]=[C:22]2[C:17]([N:18]=[CH:19][C:20](=O)[NH:21]2)=[CH:16][CH:15]=1.O=P(Cl)(Cl)[Cl:27]>>[Cl:27][C:7]1[CH:6]=[N:5][C:4]2[C:9](=[CH:10][CH:11]=[C:2]([F:1])[CH:3]=2)[N:8]=1.[Cl:27][C:20]1[CH:19]=[N:18][C:17]2[C:22](=[CH:23][C:14]([F:13])=[CH:15][CH:16]=2)[N:21]=1. Procedure: A solution of 6-fluoroquinoxalin-2(1H)-one & 7-fluoroquinoxalin-2(1H)-one (3 g, 18.28 mmol) in POCl3 (20 ml) was refluxed for 3 h. The solvent was evaporated under reduced pressure and the residue was diluted with cold water. The aqueous solution was basified by solid sodium carbonate and extracted with ethyl acetate. The combine organic layer was dried over anhydrous sodium sulfate, filtered and evaporated under reduced pressure to get crude compound. The crude compound was purified by silica g...